This data is from the Open Reaction Database (ORD), a public repository of structured organic reaction records. The task is: describe an organic reaction: reactants, conditions, products, and yield Reactants: CCOC(=O)CCc1n[nH]c(SCc2ccc(OCc3nc(-c4ccccc4)oc3C)cc2)n1, CCO, Cl, [Na+], C1CCOC1, [OH-], O. Product: Cc1oc(-c2ccccc2)nc1COc1ccc(CSc2nc(CCC(=O)O)n[nH]2)cc1. RXN SMILES: [CH3:1][c:2]1[c:3]([CH2:13][O:14][c:15]2[cH:16][cH:17][c:18]([CH2:19][S:20][c:21]3[n:22][c:23]([CH2:26][CH2:27][C:28](=[O:29])[O:30][CH2:31][CH3:32])[n:24][nH:25]3)[cH:33][cH:34]2)[n:4][c:5](-[c:7]2[cH:8][cH:9][cH:10][cH:11][cH:12]2)[o:6]1.[CH3:44][CH2:45][OH:46].[ClH:42].[Na+:36].[O:37]1[CH2:38][CH2:39][CH2:40][CH2:41]1.[OH-:35].[OH2:43]>>[CH3:1][c:2]1[c:3]([CH2:13][O:14][c:15]2[cH:16][cH:17][c:18]([CH2:19][S:20][c:21]3[n:22][c:23]([CH2:26][CH2:27][C:28](=[O:29])[OH:30])[n:24][nH:25]3)[cH:33][cH:34]2)[n:4][c:5](-[c:7]2[cH:8][cH:9][cH:10][cH:11][cH:12]2)[o:6]1.